The task is: describe an organic reaction: reactants, conditions, products, and yield. This data is from the Open Reaction Database (ORD), a public repository of structured organic reaction records. Reactants: OC1=C(C(N(C2=CC(=CN=C12)CC1=CC=CC=C1)CC1=CC=C(C=C1)[N+](=O)[O-])=O)C(=O)OCC (ethyl 4-hydroxy-1-[(4-nitrophenyl)methyl]-2-oxo-7-(phenylmethyl)-1,2-dihydro-1,5-naphthyridine-3-carboxylate), COCCN (2-methoxyethylamine). Product: OC1=C(C(N(C2=CC(=CN=C12)CC1=CC=CC=C1)CC1=CC=C(C=C1)[N+](=O)[O-])=O)C(=O)NCCOC (4-Hydroxy-N-[2-(methyloxy)ethyl]-1-[(4-nitrophenyl)methyl]-2-oxo-7-(phenylmethyl)-1,2-dihydro-1,5-naphthyridine-3-carboxamide). RXN SMILES: [OH:1][C:2]1[C:11]2[C:6](=[CH:7][C:8]([CH2:12][C:13]3[CH:18]=[CH:17][CH:16]=[CH:15][CH:14]=3)=[CH:9][N:10]=2)[N:5]([CH2:19][C:20]2[CH:25]=[CH:24][C:23]([N+:26]([O-:28])=[O:27])=[CH:22][CH:21]=2)[C:4](=[O:29])[C:3]=1[C:30](OCC)=[O:31].[CH3:35][O:36][CH2:37][CH2:38][NH2:39]>>[OH:1][C:2]1[C:11]2[C:6](=[CH:7][C:8]([CH2:12][C:13]3[CH:18]=[CH:17][CH:16]=[CH:15][CH:14]=3)=[CH:9][N:10]=2)[N:5]([CH2:19][C:20]2[CH:21]=[CH:22][C:23]([N+:26]([O-:28])=[O:27])=[CH:24][CH:25]=2)[C:4](=[O:29])[C:3]=1[C:30]([NH:39][CH2:38][CH2:37][O:36][CH3:35])=[O:31]. Procedure details: This compound was prepared from ethyl 4-hydroxy-1-[(4-nitrophenyl)methyl]-2-oxo-7-(phenylmethyl)-1,2-dihydro-1,5-naphthyridine-3-carboxylate and 2-methoxyethylamine employing methods similar to those described in Example 2 and was obtained as a light yellow solid: 1H NMR (d6-DMSO) δ 10.69 (1H, br), 8.21 (1H, s), 8.10 (2H, d, J=8.7 Hz), 7.35 (2H, d, J=8.7 Hz), 7.31 (1H, s), 7.13 (3H, m), 7.07 (2H, m), 5.49 (2H, br s), 3.91 (2H, s), 3.41 (4H, m), 3.27 (3H, s); HRMS calcd for C26H24N4O6+H+: 489.177... Reactants: ClC1=CC2=C(N=N1)CCN(C2)C(CCCC2=CC=CC=C2)=O (3-chloro-5,6,7,8-tetrahydro-6-(4-phenylbutyryl)pyrido[4,3-c]pyridazine), O.NN (hydrazine hydrate), C1=CC(=C(C=C1O)C(=O)O)O (gentisinate). Solvent: O1CCOCC1 (dioxane). Product: N(N)C1=CC2=C(N=N1)CCN(C2)C(CCCC2=CC=CC=C2)=O (3-Hydrazino-5,6,7,8-tetrahydro-6-(4-phenylbutyryl)pyrido[4,3-c]pyridazine). RXN SMILES: Cl[C:2]1[N:7]=[N:6][C:5]2[CH2:8][CH2:9][N:10]([C:12](=[O:22])[CH2:13][CH2:14][CH2:15][C:16]3[CH:21]=[CH:20][CH:19]=[CH:18][CH:17]=3)[CH2:11][C:4]=2[CH:3]=1.O.[NH2:24][NH2:25].C1C(O)=CC(C(O)=O)=C(O)C=1>O1CCOCC1>[NH:24]([C:2]1[N:7]=[N:6][C:5]2[CH2:8][CH2:9][N:10]([C:12](=[O:22])[CH2:13][CH2:14][CH2:15][C:16]3[CH:21]=[CH:20][CH:19]=[CH:18][CH:17]=3)[CH2:11][C:4]=2[CH:3]=1)[NH2:25] |f:1.2|. Reported procedure: 11.8 g of 3-chloro-5,6,7,8-tetrahydro-6-(4-phenylbutyryl)pyrido[4,3-c]pyridazine and 60 cc of hydrazine hydrate are stirred at a bath temperature of 50° for 53 hours with the addition of 50 cc of dioxane. The mixture is worked up as described in Example 10. The gentisinate of the title compound has a M.P. of 203°-205° (decomp., from methanol/water 2:1). Reaction SMILES: [OH:1][C:2]1C=[CH:6][C:5]([C:8]([C:16]2[CH:21]=[CH:20][C:19]([OH:22])=[C:18]([CH3:23])[CH:17]=2)([C:10]2[CH:15]=[CH:14][CH:13]=[CH:12][CH:11]=2)[CH3:9])=[CH:4][C:3]=1[CH3:24].[OH-:25].[Na+].O.[CH2:28]=O.C([O:33][CH2:34][CH3:35])(=O)C>C1(C)C=CC=CC=1.C(O)(=O)C>[OH:1][C:2]1[C:3]([CH3:24])=[CH:4][C:5]([C:8]([C:16]2[CH:21]=[C:20]([CH3:28])[C:19]([OH:22])=[C:18]([CH2:23][OH:25])[CH:17]=2)([C:10]2[CH:15]=[CH:14][CH:13]=[CH:12][CH:11]=2)[CH3:9])=[CH:6][C:35]=1[CH2:34][OH:33] |f:1.2|. Run in C1(=CC=CC=C1)C (toluene), C(C)(=O)O (acetic acid). Reaction conditions: temperature 50 celsius, time 1 hour. Reactants: OC1=C(C=C(C=C1)C(C)(C1=CC=CC=C1)C1=CC(=C(C=C1)O)C)C (1,1-bis(4-hydroxy-3-methylphenyl)-1-phenylethane), [OH-].[Na+] (sodium hydroxide), O (water), C(C)(=O)OCC (ethyl acetate), C=O (formaldehyde). Product: OC1=C(C=C(C=C1C)C(C)(C1=CC=CC=C1)C1=CC(=C(C(=C1)C)O)CO)CO (1,1-bis(4-hydroxy-3-hydroxymethyl-5-methylphenyl)-1-phenylethane). Isolated yield 99.8%. Procedure: Into a 100 ml four-necked flask were charged 25.47 g of 1,1-bis(4-hydroxy-3-methylphenyl)-1-phenylethane["Bis-OC-AP" manufactured by Honshu Kagaku Co., Ltd.], 4.48 g of sodium hydroxide and 44.8 g of water. While stirring at 50° C., 25.97 g of 37% formaldehyde was added dropwise thereto over 1 hour, and the reaction was conducted for 1 more hour. After completion of the reaction, 11 g of 90% aqueous acetic acid solution was added for neutralization and then the mixture was cooledto 25° C. Therea... Reactants: Cl.CN(CCN1C2=C(S[C@H]([C@H](C1=O)O)C1=CC=C(C=C1)OC)C1=CC=CC=C1C=C2)C ((±)-cis-5-[2-(dimethylamino)ethyl]-2,3-dihydro-3-hydroxy-2-(4-methoxyphenyl)naphtho[1,2-b]-1,4-thiazepin-4(5H)-one hydrochloride), C(C)(=O)OC(C)=O (acetic anhydride). Product: C(C)(=O)O[C@H]1C(N(C2=C(S[C@H]1C1=CC=C(C=C1)OC)C1=CC=CC=C1C=C2)CCN(C)C)=O ((±)-cis-3-(acetyloxy)-2,3-dihydro-2-(4-methoxyphenyl)-5-[2-(dimethylamino)ethyl]-naphtho[1,2-b]-1,4-thiazepin-4(5H)-one). The yield is 99.0%. As a reaction SMILES: Cl.[CH3:2][N:3]([CH3:31])[CH2:4][CH2:5][N:6]1[C:12](=[O:13])[C@H:11]([OH:14])[C@H:10]([C:15]2[CH:20]=[CH:19][C:18]([O:21][CH3:22])=[CH:17][CH:16]=2)[S:9][C:8]2[C:23]3[C:28]([CH:29]=[CH:30][C:7]1=2)=[CH:27][CH:26]=[CH:25][CH:24]=3.[C:32](OC(=O)C)(=[O:34])[CH3:33]>>[C:32]([O:14][C@@H:11]1[C@H:10]([C:15]2[CH:16]=[CH:17][C:18]([O:21][CH3:22])=[CH:19][CH:20]=2)[S:9][C:8]2[C:23]3[C:28]([CH:29]=[CH:30][C:7]=2[N:6]([CH2:5][CH2:4][N:3]([CH3:2])[CH3:31])[C:12]1=[O:13])=[CH:27][CH:26]=[CH:25][CH:24]=3)(=[O:34])[CH3:33] |f:0.1|. Procedure details: A mixture of 1.1 g of (±)-cis-5-[2-(dimethylamino)ethyl]-2,3-dihydro-3-hydroxy-2-(4-methoxyphenyl)naphtho[1,2-b]-1,4-thiazepin-4(5H)-one hydrochloride and 20 mL of acetic anhydride was heated at 100° for 17 hours. The excess reagent was removed under reduced pressure and the residue was partitioned between dilute sodium hydroxide and ethyl acetate. The ethyl acetate solution was washed with brine, then dried (magnesium sulfate) and removal of the solvent gave 1.1 g (99%) of (±)-cis-3-(acetyloxy)... The reactants are C(C)(C)(C)OC(=O)N(C1=NC(=C2N=CN(C2=N1)OC[C@@H](CO[Si](C1=CC=CC=C1)(C1=CC=CC=C1)C(C)(C)C)OCP(=O)(OCC)OCC)OC)C(=O)OC(C)(C)C ((S)-2-[bis-(t-butyloxycarbonyl)amino]-9-[3-(t-butyldiphenylsilyloxy)-2-(diethoxyphosphorylmethoxy)propoxy]-6-methoxypurine). Run in FC(C(=O)O)(F)F (trifluoroacetic acid). Product: NC1=NC(=C2N=CN(C2=N1)OC[C@@H](CO)OCP(=O)(OCC)OCC)OC ((R)-2-amino-9-[2-(diethoxyphosphorylmethoxy)-3-hydroxypropoxy]-6-methoxypurine). The yield is 69.2%. RXN SMILES: C(OC([N:8](C(OC(C)(C)C)=O)[C:9]1[N:17]=[C:16]2[C:12]([N:13]=[CH:14][N:15]2[O:18][CH2:19][C@H:20]([O:40][CH2:41][P:42]([O:47][CH2:48][CH3:49])([O:44][CH2:45][CH3:46])=[O:43])[CH2:21][O:22][Si](C(C)(C)C)(C2C=CC=CC=2)C2C=CC=CC=2)=[C:11]([O:50][CH3:51])[N:10]=1)=O)(C)(C)C>FC(F)(F)C(O)=O>[NH2:8][C:9]1[N:17]=[C:16]2[C:12]([N:13]=[CH:14][N:15]2[O:18][CH2:19][C@H:20]([O:40][CH2:41][P:42]([O:44][CH2:45][CH3:46])([O:47][CH2:48][CH3:49])=[O:43])[CH2:21][OH:22])=[C:11]([O:50][CH3:51])[N:10]=1. Procedure: A solution of (S)-2-[bis-(t-butyloxycarbonyl)amino]-9-[3-(t-butyldiphenylsilyloxy)-2-(diethoxyphosphorylmethoxy)propoxy]-6-methoxypurine (300 mg, 0.36 mmol) in 67% aqueous trifluoroacetic acid (3 ml) was kept at ambient temperature for 3 hours. The solution was washed with hexane (3×10 ml) and the aqueous phase evaporated to dryness. The residue obtained was chromatographed on silica gel (dichloromethane: methanol 95:5 as eluant, then 90:10) to give (R)-2-amino-9-[2-(diethoxyphosphorylmethoxy)-3... Reactants: NC=1C=C(C(=CC1)C=CC=1C(=CC(=CC1)N)S(=O)(=O)O)S(=O)(=O)O (4,4′-diaminostilbene-2,2′-disulfonic acid), ClC(=O)OCC1C2=CC=CC=C2C=2C=CC=CC12 (9-fluorenylmethyl chloroformate), C([O-])([O-])=O.[Na+].[Na+] (sodium carbonate). Solvent: O (water), O1CCOCC1 (dioxane). Product: C(=C\C1=C(C=C(C=C1)NC(=O)OCC1C2=CC=CC=C2C=2C=CC=CC12)S(=O)(=O)O)/C1=C(C=C(C=C1)NC(=O)OCC1C2=CC=CC=C2C=2C=CC=CC12)S(=O)(=O)O (2.2′-[(E)-1,2-Ethenediyl]bis(5-{[(9H-fluoren-9-ylmethoxy)carbonyl]amino}benzenesulfonic Acid)). Isolated yield 72.0%. Reaction SMILES: [NH2:1][C:2]1[CH:3]=[C:4]([S:21]([OH:24])(=[O:23])=[O:22])[C:5]([CH:8]=[CH:9][C:10]2[C:11]([S:17]([OH:20])(=[O:19])=[O:18])=[CH:12][C:13]([NH2:16])=[CH:14][CH:15]=2)=[CH:6][CH:7]=1.[C:25](=[O:28])([O-:27])[O-].[Na+].[Na+].Cl[C:32]([O:34][CH2:35][CH:36]1[C:48]2[CH:47]=[CH:46][CH:45]=[CH:44][C:43]=2[C:42]2[C:37]1=[CH:38][CH:39]=[CH:40][CH:41]=2)=[O:33]>O.O1CCOCC1>[CH:8](/[C:5]1[CH:6]=[CH:7][C:2]([NH:1][C:32]([O:34][CH2:35][CH:36]2[C:48]3[CH:47]=[CH:46][CH:45]=[CH:44][C:43]=3[C:42]3[C:37]2=[CH:38][CH:39]=[CH:40][CH:41]=3)=[O:33])=[CH:3][C:4]=1[S:21]([OH:24])(=[O:23])=[O:22])=[CH:9]\[C:10]1[CH:15]=[CH:14][C:13]([NH:16][C:25]([O:27][CH2:35][CH:36]2[C:37]3[CH:38]=[CH:39][CH:40]=[CH:41][C:42]=3[C:43]3[C:48]2=[CH:47][CH:46]=[CH:45][CH:44]=3)=[O:28])=[CH:12][C:11]=1[S:17]([OH:20])(=[O:19])=[O:18] |f:1.2.3|. Reported procedure: To a solution of commercially available 4,4′-diaminostilbene-2,2′-disulfonic acid (10 g, 27.0 mmol) in a mixture of 270 mL water and 30 mL dioxane was added 14.3 g (135 mmol) of sodium carbonate and the solution stirred until homogeneous. At this time 9-fluorenylmethyl chloroformate was added and the mixture allowed to stir overnight. The solution was filtered and the solids washed with water (200 mL). The collected solids were then suspended in 600 mL of water and 50 mL conc hydrochloric acid a... Starting materials: C(C)OC(C(CC1=CC=C(C=C1)O)(C)OC1=CC(=CC=C1)C(C)(C)C)=O (2-(3-tert-butyl-phenoxy)-3-(4-hydroxy-phenyl)-2-methyl-propionic acid ethyl ester), CC1=C(N=C(O1)C=1SC=CC1)CCOS(=O)(=O)C1=CC=C(C=C1)C (toluene-4-sulfonic acid 2-(5-methyl-2-thiophen-2-yl-oxazol-4-yl)-ethyl ester), C30H34NO5S. Yields the product C(C)(C)(C)C=1C=C(OC(C(=O)O)(CC2=CC=C(C=C2)OCCC=2N=C(OC2C)C=2SC=CC2)C)C=CC1 (2-(3-tert-Butyl-phenoxy)-2-methyl-3-{4-[2-(5-methyl-2-thiophen-2-yl-oxazol-4-yl)-ethoxy]-phenyl}-propionic acid). RXN SMILES: C([O:3][C:4](=[O:26])[C:5]([O:15][C:16]1[CH:21]=[CH:20][CH:19]=[C:18]([C:22]([CH3:25])([CH3:24])[CH3:23])[CH:17]=1)([CH3:14])[CH2:6][C:7]1[CH:12]=[CH:11][C:10]([OH:13])=[CH:9][CH:8]=1)C.[CH3:27][C:28]1[O:32][C:31]([C:33]2[S:34][CH:35]=[CH:36][CH:37]=2)=[N:30][C:29]=1[CH2:38][CH2:39]OS(C1C=CC(C)=CC=1)(=O)=O>>[C:22]([C:18]1[CH:17]=[C:16]([CH:21]=[CH:20][CH:19]=1)[O:15][C:5]([CH3:14])([CH2:6][C:7]1[CH:8]=[CH:9][C:10]([O:13][CH2:39][CH2:38][C:29]2[N:30]=[C:31]([C:33]3[S:34][CH:35]=[CH:36][CH:37]=3)[O:32][C:28]=2[CH3:27])=[CH:11][CH:12]=1)[C:4]([OH:3])=[O:26])([CH3:25])([CH3:24])[CH3:23]. Procedure details: The title compound was prepared from 2-(3-tert-butyl-phenoxy)-3-(4-hydroxy-phenyl)-2-methyl-propionic acid ethyl ester and toluene-4-sulfonic acid 2-(5-methyl-2-thiophen-2-yl-oxazol-4-yl)-ethyl ester by the procedure of Example 24. 1H NMR (400 MHz, CDCl3) δ 7.60 (dd, 1H, J=3.91 Hz, 1.17 Hz), 7.37 (dd, 1H, J=5.09 Hz, 1.17 Hz), 7.19-7.16 (m, 3H), 7.08-7.06 (m, 2H), 6.89 (t, 1H, J=2.35 Hz), 6.82 (d, 2H, J=8.60 Hz), 6.71 (dd, 1H, J=8.60 Hz, 2.74 Hz), 4.19 (t, 2H, J=6.26 Hz), 3.25 (d, 1H, J=14.08 Hz)... Starting materials: COc1cc(S(=O)(=O)Cl)ccc1F, N#Cc1ccc(N)cc1Cl. Product: N#Cc1ccc(S(=O)(=O)Cl)cc1Cl. As a reaction SMILES: [F:1][c:2]1[cH:3][cH:4][c:5]([S:8](=[O:9])(=[O:10])[Cl:11])[cH:6][c:7]1[O:12][CH3:13].[NH2:14][c:15]1[cH:16][c:17]([Cl:23])[c:18]([C:19]#[N:20])[cH:21][cH:22]1>>[S:8](=[O:9])(=[O:10])([Cl:11])[c:15]1[cH:16][c:17]([Cl:23])[c:18]([C:19]#[N:20])[cH:21][cH:22]1. Reactants: NC1Cc2ccccc2C1, O=C(O)c1ccc(Cl)cc1NS(=O)(=O)c1cccc2nsnc12. The product is O=C(NC1Cc2ccccc2C1)c1ccc(Cl)cc1NS(=O)(=O)c1cccc2nsnc12. As a reaction SMILES: [NH2:24][CH:25]1[CH2:26][c:27]2[cH:28][cH:29][cH:30][cH:31][c:32]2[CH2:33]1.[n:1]1[c:2]2[c:3]([n:4][s:5]1)[c:6]([S:10](=[O:11])(=[O:12])[NH:13][c:14]1[c:15]([C:16](=[O:17])[OH:18])[cH:19][cH:20][c:21]([Cl:23])[cH:22]1)[cH:7][cH:8][cH:9]2>>[n:1]1[c:2]2[c:3]([n:4][s:5]1)[c:6]([S:10](=[O:11])(=[O:12])[NH:13][c:14]1[c:15]([C:16](=[O:18])[NH:24][CH:25]3[CH2:26][c:27]4[cH:28][cH:29][cH:30][cH:31][c:32]4[CH2:33]3)[cH:19][cH:20][c:21]([Cl:23])[cH:22]1)[cH:7][cH:8][cH:9]2.